From a dataset of the Open Reaction Database (ORD), a public repository of structured organic reaction records. describe an organic reaction: reactants, conditions, products, and yield The reactants are O=C(O)C=Cc1ccccc1, O=C(O)C(=Cc1ccc(Br)cc1)c1ccccc1[N+](=O)[O-], [Na+], [OH-], O. Yields the product Nc1ccccc1C(=Cc1ccc(Br)cc1)C(=O)[O-], [Na+]. As a reaction SMILES: [CH:1]([C:2](=[O:3])[OH:4])=[CH:5][c:6]1[cH:7][cH:8][cH:9][cH:10][cH:11]1.[N+:12]([O-:13])(=[O:14])[c:15]1[c:16]([C:21]([C:22](=[O:23])[OH:24])=[CH:25][c:26]2[cH:27][cH:28][c:29]([Br:32])[cH:30][cH:31]2)[cH:17][cH:18][cH:19][cH:20]1.[Na+:34].[OH-:33].[OH2:35]>>[NH2:12][c:15]1[c:16]([C:21]([C:22](=[O:23])[O-:24])=[CH:25][c:26]2[cH:27][cH:28][c:29]([Br:32])[cH:30][cH:31]2)[cH:17][cH:18][cH:19][cH:20]1.[Na+:34]. Yields the product C(C)OC1=C(C=C2C(=N[C@H]3CCCC[C@H]3C2=C1)C1=CC=C(C=C1)C=1N=NNN1)OC ((+/−)-cis-9-Ethoxy-8-methoxy-6-[4-(2H-tetrazol-5-yl)phenyl]-1,2,3,4,4a,10b-hexahydrophenanthridine). RXN SMILES: [CH2:1]([O:3][C:4]1[CH:17]=[C:16]2[C:7]([C:8]([C:18]3[CH:23]=[CH:22][C:21]([C:24]#[N:25])=[CH:20][CH:19]=3)=[N:9][C@@H:10]3[C@H:15]2[CH2:14][CH2:13][CH2:12][CH2:11]3)=[CH:6][C:5]=1[O:26][CH3:27])[CH3:2].[Cl-].[NH4+].[N-:30]=[N+:31]=[N-:32].[Na+]>CN(C)C=O>[CH2:1]([O:3][C:4]1[CH:17]=[C:16]2[C:7]([C:8]([C:18]3[CH:19]=[CH:20][C:21]([C:24]4[N:30]=[N:31][NH:32][N:25]=4)=[CH:22][CH:23]=3)=[N:9][C@@H:10]3[C@H:15]2[CH2:14][CH2:13][CH2:12][CH2:11]3)=[CH:6][C:5]=1[O:26][CH3:27])[CH3:2] |f:1.2,3.4|. Procedure details: 4.2 g of (+/−)-cis-9-ethoxy-8-methoxy-6-(4-cyano-phenyl)-1,2,3,4,4a,10b-hexahydrophenanthridine (compound A1), 0.65 g of ammonium chloride and 0.83 g of sodium azide are suspended in 150 ml of abs. dimethylformamide and heated at 120° C. for 24 h. The reaction mixture is partitioned between water and diethyl ether, and the organic phase is dried with sodium sulfate and concentrated. The residue is chromatographed on silica gel using methylene chloride/methanol in the ratio 4/1. After concentrati... Starting materials: C(C)OC1=C(C=C2C(=N[C@H]3CCCC[C@H]3C2=C1)C1=CC=C(C=C1)C#N)OC ((+/−)-cis-9-ethoxy-8-methoxy-6-(4-cyano-phenyl)-1,2,3,4,4a,10b-hexahydrophenanthridine), [N-]=[N+]=[N-].[Na+] (sodium azide), C(C)OC1=C(C=C2C(=N[C@H]3CCCC[C@H]3C2=C1)C1=CC=C(C=C1)C#N)OC ((+/−)-cis-9-ethoxy-8-methoxy-6-(4-cyano-phenyl)-1,2,3,4,4a,10b-hexahydrophenanthridine), [Cl-].[NH4+] (ammonium chloride). Solvent: CN(C=O)C (dimethylformamide). Reactants: C(C=C)OC(=O)N1[C@@H](C[C@H](C1)OS(=O)(=O)C)CCOS(=O)(=O)C ((2R,4R)-1-Allyloxycarbonyl-4-methylsulfonyloxy-2-(2-methylsulfonyloxyethyl) pyrrolidine), [Si](C)(C)(C(C)(C)C)OCC=1NC=CN1 (2-(t-butyldimethylsilyloxymethyl)imidazole). Yields the product C(C=C)OC(=O)N1[C@@H](C[C@H](C1)OS(=O)(=O)C)CCN1C(=NC=C1)CO[Si](C)(C)C(C)(C)C ((2R,4R)-1-allyloxycarbonyl-2-[2-(2-(t-butyldimethylsilyloxymethyl) imidazol-1-yl)ethyl]-4-methylsulfonyloxypyrrolidine). Yield: 91.2%. RXN SMILES: [CH2:1]([O:4][C:5]([N:7]1[CH2:11][C@H:10]([O:12][S:13]([CH3:16])(=[O:15])=[O:14])[CH2:9][C@H:8]1[CH2:17][CH2:18]OS(C)(=O)=O)=[O:6])[CH:2]=[CH2:3].[Si:24]([O:31][CH2:32][C:33]1[NH:34][CH:35]=[CH:36][N:37]=1)([C:27]([CH3:30])([CH3:29])[CH3:28])([CH3:26])[CH3:25]>>[CH2:1]([O:4][C:5]([N:7]1[CH2:11][C@H:10]([O:12][S:13]([CH3:16])(=[O:14])=[O:15])[CH2:9][C@H:8]1[CH2:17][CH2:18][N:34]1[CH:35]=[CH:36][N:37]=[C:33]1[CH2:32][O:31][Si:24]([C:27]([CH3:30])([CH3:29])[CH3:28])([CH3:25])[CH3:26])=[O:6])[CH:2]=[CH2:3]. Procedure details: (2R,4R)-1-Allyloxycarbonyl-4-methylsulfonyloxy-2-(2-methylsulfonyloxyethyl) pyrrolidine (28.8 g) and 2-(t-butyldimethylsilyloxymethyl)imidazole (18.1 g) were reacted in substantially the same manner as that of Preparation 10-3) to give (2R,4R)-1-allyloxycarbonyl-2-[2-(2-(t-butyldimethylsilyloxymethyl) imidazol-1-yl)ethyl]-4-methylsulfonyloxypyrrolidine (34.5 g) as a yellow paste. RXN SMILES: [CH3:31][C:32](=[O:33])[O:34][C:35](=[O:36])[CH3:37].[Cl:44][CH2:45][Cl:46].[ClH:1].[NH2:2][c:3]1[cH:4][cH:5][c:6]([O:7][CH:8]2[C:9]3([CH3:10])[CH:11]([CH2:12][CH2:13]2)[CH:14]2[CH2:15][CH2:16][CH:17]4[N:18]([CH3:28])[C:19](=[O:27])[CH2:20][CH2:21][C:22]4([CH3:23])[CH:24]2[CH2:25][CH2:26]3)[cH:29][cH:30]1.[cH:38]1[cH:39][cH:40][n:41][cH:42][cH:43]1>>[NH:2]([c:3]1[cH:4][cH:5][c:6]([O:7][CH:8]2[C:9]3([CH3:10])[CH:11]([CH2:12][CH2:13]2)[CH:14]2[CH2:15][CH2:16][CH:17]4[N:18]([CH3:28])[C:19](=[O:27])[CH2:20][CH2:21][C:22]4([CH3:23])[CH:24]2[CH2:25][CH2:26]3)[cH:29][cH:30]1)[C:32]([CH3:31])=[O:33]. The reactants are CC(=O)OC(C)=O, ClCCl, Cl, CN1C(=O)CCC2(C)C3CCC4(C)C(Oc5ccc(N)cc5)CCC4C3CCC12, c1ccncc1. Product: CC(=O)Nc1ccc(OC2CCC3C4CCC5N(C)C(=O)CCC5(C)C4CCC23C)cc1.